Dataset: the Open Reaction Database (ORD), a public repository of structured organic reaction records. Task: describe an organic reaction: reactants, conditions, products, and yield The reactants are COC1=CC=C(C=C1)C(=O)C1CC1 (cyclopropyl 4-methoxyphenyl ketone), N1C=NC=C1 (imidazole). The product is OC1=CC=C(C=C1)C=1C=2N(C=CC1)C=CN2 (8-(4-Hydroxyphenyl)imidazo[1,2-a]pyridine). Reaction SMILES: C[O:2][C:3]1[CH:8]=[CH:7][C:6]([C:9]([CH:11]2[CH2:13][CH2:12]2)=O)=[CH:5][CH:4]=1.[NH:14]1[CH:18]=[CH:17][N:16]=[CH:15]1>>[OH:2][C:3]1[CH:4]=[CH:5][C:6]([C:9]2[C:15]3[N:14]([CH:18]=[CH:17][N:16]=3)[CH:12]=[CH:13][CH:11]=2)=[CH:7][CH:8]=1. Procedure details: Combine 25 g (0.14 mol) of cyclopropyl 4-methoxyphenyl ketone with 50 g (0.73 mol) of imidazole, and heat to 200°-225° C. for 24 hr. Isolation from 200 g of silica gel using 2% methanol/methylene chloride followed by crystallization from methanol provides the title compound.